Dataset: the Open Reaction Database (ORD), a public repository of structured organic reaction records. Task: describe an organic reaction: reactants, conditions, products, and yield Reactants: CC(C)Oc1ccc(-c2nc(-c3ccc4c(CCC(=O)OC(C)(C)C)c[nH]c4c3)no2)cc1Cl, [H-], CI, [Na+], CN(C)C=O. Yields the product CC(C)Oc1ccc(-c2nc(-c3ccc4c(CCC(=O)OC(C)(C)C)cn(C)c4c3)no2)cc1Cl. Reaction SMILES: [Cl:3][c:4]1[cH:5][c:6](-[c:14]2[n:15][c:16](-[c:19]3[cH:20][cH:21][c:22]4[c:23]([CH2:28][CH2:29][C:30](=[O:31])[O:32][C:33]([CH3:34])([CH3:35])[CH3:36])[cH:24][nH:25][c:26]4[cH:27]3)[n:17][o:18]2)[cH:7][cH:8][c:9]1[O:10][CH:11]([CH3:12])[CH3:13].[H-:1].[I:37][CH3:38].[Na+:2].[O:39]=[CH:40][N:41]([CH3:42])[CH3:43]>>[Cl:3][c:4]1[cH:5][c:6](-[c:14]2[n:15][c:16](-[c:19]3[cH:20][cH:21][c:22]4[c:23]([CH2:28][CH2:29][C:30](=[O:31])[O:32][C:33]([CH3:34])([CH3:35])[CH3:36])[cH:24][n:25]([CH3:38])[c:26]4[cH:27]3)[n:17][o:18]2)[cH:7][cH:8][c:9]1[O:10][CH:11]([CH3:12])[CH3:13]. Starting materials: CO, COc1nc2c(Cl)nc3ccccc3c2[nH]1, N. The product is COc1nc2c(N)nc3ccccc3c2[nH]1. As a reaction SMILES: [CH3:18][OH:19].[Cl:1][c:2]1[n:3][c:4]2[cH:5][cH:6][cH:7][cH:8][c:9]2[c:10]2[c:11]1[n:12][c:13]([O:15][CH3:16])[nH:14]2.[NH3:17]>>[c:2]1([NH2:17])[n:3][c:4]2[cH:5][cH:6][cH:7][cH:8][c:9]2[c:10]2[c:11]1[n:12][c:13]([O:15][CH3:16])[nH:14]2.